This data is from the Open Reaction Database (ORD), a public repository of structured organic reaction records. The task is: describe an organic reaction: reactants, conditions, products, and yield The reactants are C(C1=CC=CC=C1)OC(=O)N1[C@@H](C[C@@H]([C@H](C1)OCC=1C=CC2=C(N(CCO2)CCCOC)C1)C1=CC=C(C=C1)OC)CCOS(=O)(=O)C ((2S,4R,5R)-2-(2-methanesulfonyloxy-ethyl)-4-(4-methoxy-phenyl)-5-[4-(3-methoxy-propyl)-3,4-dihydro-2H-benzo[1,4]oxazin-6-ylmethoxy]-piperidine-1-carboxylic acid benzyl ester), [N-]=[N+]=[N-].[Na+] (sodium azide). Run in O (water), CN(C=O)C (N,N-dimethylformamide). Conditions: time 24 hour. Product: C(C1=CC=CC=C1)OC(=O)N1[C@@H](C[C@@H]([C@H](C1)OCC=1C=CC2=C(N(CCO2)CCCOC)C1)C1=CC=C(C=C1)OC)CCN=[N+]=[N-] ((2S,4R,5R)-2-(2-Azido-ethyl)-4-(4-methoxy-phenyl)-5-[4-(3-methoxy-propyl)-3,4-dihydro-2H-benzo[1,4]oxazin-6-ylmethoxy]-piperidine-1-carboxylic acid benzyl ester). As a reaction SMILES: [CH2:1]([O:8][C:9]([N:11]1[CH2:16][C@H:15]([O:17][CH2:18][C:19]2[CH:20]=[CH:21][C:22]3[O:27][CH2:26][CH2:25][N:24]([CH2:28][CH2:29][CH2:30][O:31][CH3:32])[C:23]=3[CH:33]=2)[C@@H:14]([C:34]2[CH:39]=[CH:38][C:37]([O:40][CH3:41])=[CH:36][CH:35]=2)[CH2:13][C@H:12]1[CH2:42][CH2:43]OS(C)(=O)=O)=[O:10])[C:2]1[CH:7]=[CH:6][CH:5]=[CH:4][CH:3]=1.[N-:49]=[N+:50]=[N-:51].[Na+]>CN(C)C=O.O>[CH2:1]([O:8][C:9]([N:11]1[CH2:16][C@H:15]([O:17][CH2:18][C:19]2[CH:20]=[CH:21][C:22]3[O:27][CH2:26][CH2:25][N:24]([CH2:28][CH2:29][CH2:30][O:31][CH3:32])[C:23]=3[CH:33]=2)[C@@H:14]([C:34]2[CH:39]=[CH:38][C:37]([O:40][CH3:41])=[CH:36][CH:35]=2)[CH2:13][C@H:12]1[CH2:42][CH2:43][N:49]=[N+:50]=[N-:51])=[O:10])[C:2]1[CH:7]=[CH:6][CH:5]=[CH:4][CH:3]=1 |f:1.2|. Procedure details: To a solution of 98.0 mg of (2S,4R,5R)-2-(2-methanesulfonyloxy-ethyl)-4-(4-methoxy-phenyl)-5-[4-(3-methoxy-propyl)-3,4-dihydro-2H-benzo[1,4]oxazin-6-ylmethoxy]-piperidine-1-carboxylic acid benzyl ester (from example 18b) in N,N-dimethylformamide are added 94 mg of sodium azide and the resulting mixture is stirred for 24 hours at room temperature. The reaction mixture is diluted with water, extracted with tert-butyl methyl ether, dried over sodium sulfate and concentrated under reduced pressure. ... The reactants are C(CCC)[Li] (butyllithium), solution, C(C)(C)NC(C)C (diisopropylamine), [Cl-].[NH4+] (ammonium chloride), BrCC(=O)OCC1=CC=CC=C1 (benzyl bromoacetate), C(C)(C)[C@@H]1N(C(OC1)=O)C(CCC1=CC=CC=C1)=O (4(S)-isopropyl-3-(3-phenyl-1-oxopropyl)-2-oxazolidinone). Run in CCCCCC (hexane), O1CCCC1 (tetrahydrofuran), O1CCCC1 (tetrahydrofuran). Conditions: time 30 minute. The product is C(C1=CC=CC=C1)[C@@H](C(=O)N1C(OC[C@@H]1C(C)C)=O)CC(=O)OCC1=CC=CC=C1 (3-[2(R)-Benzyl-3-(benzyloxycarbonyl)propionyl]-4(S)-isopropyl-2-oxazolidinone). Isolated yield 73.7%. As a reaction SMILES: C([Li])CCC.C(NC(C)C)(C)C.[CH:13]([C@H:16]1[CH2:20][O:19][C:18](=[O:21])[N:17]1[C:22](=[O:31])[CH2:23][CH2:24][C:25]1[CH:30]=[CH:29][CH:28]=[CH:27][CH:26]=1)([CH3:15])[CH3:14].Br[CH2:33][C:34]([O:36][CH2:37][C:38]1[CH:43]=[CH:42][CH:41]=[CH:40][CH:39]=1)=[O:35].[Cl-].[NH4+]>CCCCCC.O1CCCC1>[CH2:24]([C@H:23]([CH2:33][C:34]([O:36][CH2:37][C:38]1[CH:43]=[CH:42][CH:41]=[CH:40][CH:39]=1)=[O:35])[C:22]([N:17]1[C@@H:16]([CH:13]([CH3:15])[CH3:14])[CH2:20][O:19][C:18]1=[O:21])=[O:31])[C:25]1[CH:26]=[CH:27][CH:28]=[CH:29][CH:30]=1 |f:4.5|. Procedure details: 22.50 ml (36.0 mmole) of butyllithium (as a 1.6M solution in hexane) were added dropwise, at -78° C. and under an atmosphere of nitrogen, to a solution of 5.05 ml (36.0 mmole) of diisopropylamine in 100 ml of anhydrous tetrahydrofuran, and the mixture was stirred for 30 minutes. At the end of this time, a solution of 7.84 g (30.0 mmole) of 4(S)-isopropyl-3-(3-phenyl-1-oxopropyl)-2-oxazolidinone (prepared as described in Preparation 12) in 50 ml of anhydrous tetrahydrofuran was added dropwise to ... Starting materials: CNC, ClCCl, Clc1cc(Cl)nc(Cl)n1, Cl. The product is CN(C)c1cc(Cl)nc(Cl)n1. RXN SMILES: [CH3:2][NH:3][CH3:4].[Cl:14][CH2:15][Cl:16].[Cl:5][c:6]1[n:7][c:8]([Cl:13])[cH:9][c:10]([Cl:12])[n:11]1.[ClH:1]>>[CH3:2][N:3]([CH3:4])[c:8]1[n:7][c:6]([Cl:5])[n:11][c:10]([Cl:12])[cH:9]1.